Dataset: the Open Reaction Database (ORD), a public repository of structured organic reaction records. Task: describe an organic reaction: reactants, conditions, products, and yield Reactants: Cl (HCl), [OH-].[Na+] (NaOH), aqueous solution, ClC1=CC=C(CCN(C2CCN(CC2)C(=O)OC(C)(C)C)CC2=CC=C(C=C2)C(=O)OC)C=C1 (tert-Butyl 4-((4-chlorophenethyl)(4-(methoxycarbonyl)benzyl)amino)piperidine-1-carboxylate). The solvent is CO (methanol), CO (MeOH). Conditions: time 15 hour. The product is C(C)(C)(C)OC(=O)N1CCC(CC1)N(CCC1=CC=C(C=C1)Cl)CC1=CC=C(C(=O)O)C=C1 (4-(((1-(tert-butoxycarbonyl)piperidin-4-yl)(4-chlorophenethyl)amino)methyl)benzoic acid). As a reaction SMILES: [Cl:1][C:2]1[CH:34]=[CH:33][C:5]([CH2:6][CH2:7][N:8]([CH2:22][C:23]2[CH:28]=[CH:27][C:26]([C:29]([O:31]C)=[O:30])=[CH:25][CH:24]=2)[CH:9]2[CH2:14][CH2:13][N:12]([C:15]([O:17][C:18]([CH3:21])([CH3:20])[CH3:19])=[O:16])[CH2:11][CH2:10]2)=[CH:4][CH:3]=1.[OH-].[Na+].Cl>CO>[C:18]([O:17][C:15]([N:12]1[CH2:11][CH2:10][CH:9]([N:8]([CH2:22][C:23]2[CH:24]=[CH:25][C:26]([C:29]([OH:31])=[O:30])=[CH:27][CH:28]=2)[CH2:7][CH2:6][C:5]2[CH:33]=[CH:34][C:2]([Cl:1])=[CH:3][CH:4]=2)[CH2:14][CH2:13]1)=[O:16])([CH3:21])([CH3:19])[CH3:20] |f:1.2|. Procedure: tert-Butyl 4-((4-chlorophenethyl)(4-(methoxycarbonyl)benzyl)amino)piperidine-1-carboxylate obtained in Step 1 was dissolved in MeOH (5 mL/mmol), NaOH (5 eqs) (as a 0.5 N aqueous solution) was added and the reaction mixture was stirred at room temperature for 15 hours.). pH of the reaction was made neutral by careful addition of 0.5 N HCl, and methanol was removed in vacuo. The precipitated product was filtered off, washed several times with acetone/diethyl ether mixture (1:2 v/v) and dried in th... Starting materials: COC=1C=CC(=NC1)[C@@H]1[C@H](C1)COC1=NC2=CC=CN=C2C=C1B(O)O ((2-{[(1S,2S)-2-(5-methoxypyridin-2-yl)cyclopropyl]methoxy}-1,5-naphthyridin-3-yl)boronic acid), BrC1=C(N=C(S1)C)C (5-bromo-2,4-dimethyl-1,3-thiazole), [O-]P(=O)([O-])[O-].[K+].[K+].[K+] (K3PO4), COC=1C=CC=C(C1C=2C=CC=CC2P(C3CCCCC3)C4CCCCC4)OC (S-Phos). Reagents/catalysts: CC(=O)[O-].CC(=O)[O-].[Pd+2] (Pd(OAc)2). The solvent is C1CCOC1 (THF), O (water), CCOC(=O)C (EtOAc). Reaction conditions: temperature 100 celsius. The product is CC=1SC(=C(N1)C)C=1C(=NC2=CC=CN=C2C1)OC[C@@H]1[C@H](C1)C1=NC=C(C=C1)OC (3-(2,4-dimethyl-1,3-thiazol-5-yl)-2-{[(1S,2S)-2-(5-methoxypyridin-2-yl)cyclopropyl]methoxy}-1,5-naphthyridine). As a reaction SMILES: [CH3:1][O:2][C:3]1[CH:4]=[CH:5][C:6]([C@H:9]2[CH2:11][C@@H:10]2[CH2:12][O:13][C:14]2[C:23](B(O)O)=[CH:22][C:21]3[C:16](=[CH:17][CH:18]=[CH:19][N:20]=3)[N:15]=2)=[N:7][CH:8]=1.Br[C:28]1[S:32][C:31]([CH3:33])=[N:30][C:29]=1[CH3:34].[O-]P([O-])([O-])=O.[K+].[K+].[K+].COC1C=CC=C(OC)C=1C1C=CC=CC=1P(C1CCCCC1)C1CCCCC1>C1COCC1.O.CCOC(C)=O.CC([O-])=O.CC([O-])=O.[Pd+2]>[CH3:33][C:31]1[S:32][C:28]([C:23]2[C:14]([O:13][CH2:12][C@H:10]3[CH2:11][C@@H:9]3[C:6]3[CH:5]=[CH:4][C:3]([O:2][CH3:1])=[CH:8][N:7]=3)=[N:15][C:16]3[C:21]([CH:22]=2)=[N:20][CH:19]=[CH:18][CH:17]=3)=[C:29]([CH3:34])[N:30]=1 |f:2.3.4.5,10.11.12|. Procedure: A mixture of (2-{[(1S,2S)-2-(5-methoxypyridin-2-yl)cyclopropyl]methoxy}-1,5-naphthyridin-3-yl)boronic acid (PP1) (25 mg, 0.050 mmol), 5-bromo-2,4-dimethyl-1,3-thiazole (9.6 mg, 0.050 mmol), K3PO4 (21.2 mg, 0.10 mmol), S-Phos (2.0 mg, 0.005 mmol), and Pd(OAc)2 (0.6 mg, 0.002 mmol) in THF (0.3 mL) and water (0.05 mL) was heated at 100° C. for 14 hours. The reaction mixture was allowed to cool to room temperature. The mixture was then diluted with EtOAc (5 mL), washed with sodium bicarbonate (1 mL)...